This data is from the Open Reaction Database (ORD), a public repository of structured organic reaction records. The task is: describe an organic reaction: reactants, conditions, products, and yield The reactants are ClC(C(=O)N[C@@H]([C@@H](C1=CC=C(C=C1)C1=CC(NC=C1)=O)O)CF)Cl (2,2-dichloro-N-{(1S,2R)-1-(fluoromethyl)-2-hydroxy-2-[4-(2-oxo-1,2-dihydropyridin-4-yl)phenyl]ethyl}acetamide), C([O-])([O-])=O.[Cs+].[Cs+] (cesium carbonate), ClCC#N (chloroacetonitrile). Run in CN(C=O)C (dimethylformamide), O (water). Reaction conditions: temperature 65 celsius. The product is ClC(C(=O)N[C@@H]([C@H](O)C1=CC=C(C=C1)C1=CC(N(C=C1)CC#N)=O)CF)Cl (2,2-dichloro-N-[(1S,2R)-2-{4-[1-(cyanomethyl)-2-oxo-1,2-dihydropyridin-4-yl]phenyl}-1-(fluoromethyl)-2-hydroxyethyl]acetamide). Isolated yield 58.7%. Reaction SMILES: [Cl:1][CH:2]([Cl:24])[C:3]([NH:5][C@H:6]([CH2:22][F:23])[C@H:7]([OH:21])[C:8]1[CH:13]=[CH:12][C:11]([C:14]2[CH:19]=[CH:18][NH:17][C:16](=[O:20])[CH:15]=2)=[CH:10][CH:9]=1)=[O:4].C(=O)([O-])[O-].[Cs+].[Cs+].Cl[CH2:32][C:33]#[N:34]>CN(C)C=O.O>[Cl:24][CH:2]([Cl:1])[C:3]([NH:5][C@H:6]([CH2:22][F:23])[C@@H:7]([C:8]1[CH:9]=[CH:10][C:11]([C:14]2[CH:19]=[CH:18][N:17]([CH2:32][C:33]#[N:34])[C:16](=[O:20])[CH:15]=2)=[CH:12][CH:13]=1)[OH:21])=[O:4] |f:1.2.3|. Reported procedure: A microwave tube is charged with the product of step 2, Example 20 (185 mg, 0.496 mmol) in dimethylformamide (4.9 mL), cesium carbonate (194 mg, 0.595 mmol) and chloroacetonitrile (313.7 uL, 4.957 mmol) were added under nitrogen, and the tube is capped. The reaction mixture is heated at 65° C. for 2.5 hours using the microwave (max power—100 W). The mixture is diluted with water (20 mL), extracted with ethylacetate (2×20 mL), and the combined organic phase is washed with water (3×15 mL), brine (... Procedure details: 12.8 g (50 mmol) of methanesulphonic acid (6-methoxyindan-1-ylmethyl) ester and 5.2 g (80 mmol) of sodium azide are dissolved in 130 ml of dimethyl sulphoxide and stirred at 80° for 1 hour. The reaction mixture is poured onto ice-water and extracted by shaking with diethyl ether. The organic phases are washed twice with saturated sodium chloride solution, dried over magnesium sulphate and concentrated to dryness by evaporation under reduced pressure. 9.7 g of crude, oily 6-methoxyindan-1-ylmethy... Yields the product COC1=CC=C2CCC(C2=C1)CN=[N+]=[N-] (6-methoxyindan-1-ylmethylazide). Run in CS(=O)C (dimethyl sulphoxide). Reactants: COC1=CC=C2CCC(C2=C1)COS(=O)(=O)C (methanesulphonic acid (6-methoxyindan-1-ylmethyl) ester), [N-]=[N+]=[N-].[Na+] (sodium azide). Run at time 1 hour. RXN SMILES: [CH3:1][O:2][C:3]1[CH:11]=[C:10]2[C:6]([CH2:7][CH2:8][CH:9]2[CH2:12]OS(C)(=O)=O)=[CH:5][CH:4]=1.[N-:18]=[N+:19]=[N-:20].[Na+]>CS(C)=O>[CH3:1][O:2][C:3]1[CH:11]=[C:10]2[C:6]([CH2:7][CH2:8][CH:9]2[CH2:12][N:18]=[N+:19]=[N-:20])=[CH:5][CH:4]=1 |f:1.2|. Product: ClC=1C(=CC=C2C(=CC(=NC12)N1N=C(C=C1)C(F)(F)F)O[C@H]1C[C@H](N(C1)C(=O)OC(C)(C)C)C(=O)OC)OC ((2S,4S)-1-tert-butyl 2-methyl 4-(8-chloro-7-methoxy-2-(3-(trifluoromethyl)-1H-pyrazol-1-yl)quinolin-4-yloxy)pyrrolidine-1,2-dicarboxylate). Reaction SMILES: [CH3:1][O:2][C:3](=[O:17])[C@@H:4]1[CH2:8][C@@H:7]([OH:9])[CH2:6][N:5]1[C:10]([O:12][C:13]([CH3:16])([CH3:15])[CH3:14])=[O:11].[Cl:18][C:19]1[C:20]([O:39][CH3:40])=[CH:21][CH:22]=[C:23]2[C:28]=1[N:27]=[C:26]([N:29]1[CH:33]=[CH:32][C:31]([C:34]([F:37])([F:36])[F:35])=[N:30]1)[CH:25]=[C:24]2O.C(OC(C(CCC=CCCCCCCCCCC)CCC)=O)C>>[Cl:18][C:19]1[C:20]([O:39][CH3:40])=[CH:21][CH:22]=[C:23]2[C:28]=1[N:27]=[C:26]([N:29]1[CH:33]=[CH:32][C:31]([C:34]([F:37])([F:35])[F:36])=[N:30]1)[CH:25]=[C:24]2[O:9][C@@H:7]1[CH2:6][N:5]([C:10]([O:12][C:13]([CH3:14])([CH3:16])[CH3:15])=[O:11])[C@H:4]([C:3]([O:2][CH3:1])=[O:17])[CH2:8]1. Procedure details: Compound 112 was synthesized from N-Boc-trans-4-hydroxy-L-proline-methyl ester 111 and compound 88a as beige foam in 90% yield, following the procedure as described for compound 54c. Starting materials: COC([C@H]1N(C[C@@H](C1)O)C(=O)OC(C)(C)C)=O (N-Boc-trans-4-hydroxy-L-proline-methyl ester), ClC=1C(=CC=C2C(=CC(=NC12)N1N=C(C=C1)C(F)(F)F)O)OC (8-chloro-4-hydroxy-7-methoxy-2-(3-trifluoromethyl-1H-pyrazol-1-yl)-quinoline), C(C)OC(=O)C(CCC)CCC=CCCCCCCCCCC (octadec-7-ene-4-carboxylic acid ethyl ester). Yield: 90.0%. Reactants: FC1=C(C=C(C=C1)C1=CC(CC(C1)(C)C)(C)C)C (1-fluoro-2-methyl-4-(3,3,5,5-tetramethyl-1-cyclohexen-1-yl)benzene), O1COCOC1 (1,3,5-trioxane), S(O)(O)(=O)=O (sulfuric acid). The solvent is C(C)(=O)O (acetic-acid). Reaction conditions: temperature 30 celsius, time 0.5 hour. Product: FC1=C(C=C(C=C1)C1=C(C(CC(C1)(C)C)(C)C)C=O)C (2-(4-Fluoro-3-methylphenyl)-4,4,6,6-tetramethylcyclohex-1-enecarboxaldehyde). Reaction SMILES: [F:1][C:2]1[CH:7]=[CH:6][C:5]([C:8]2[CH2:13][C:12]([CH3:15])([CH3:14])[CH2:11][C:10]([CH3:17])([CH3:16])[CH:9]=2)=[CH:4][C:3]=1[CH3:18].[O:19]1COCO[CH2:20]1.S(=O)(=O)(O)O>C(O)(=O)C>[F:1][C:2]1[CH:7]=[CH:6][C:5]([C:8]2[CH2:13][C:12]([CH3:14])([CH3:15])[CH2:11][C:10]([CH3:17])([CH3:16])[C:9]=2[CH:20]=[O:19])=[CH:4][C:3]=1[CH3:18]. Reported procedure: To a mixture of 200 g of glacial acetic-acid, 200 g of 1-fluoro-2-methyl-4-(3,3,5,5-tetramethyl-1-cyclohexen-1-yl)benzene and 35.4 g of 1,3,5-trioxane, a catalytic quantity (4.0 g) of concentrated sulfuric acid was added and the batch was heated to 106°-110° C. for 11/4 hours. The mixture was then cooled to 30° C. and partitioned between 100 ml of water and 200 ml of heptane. The bottom layer was discarded and to the remaining solution 100 ml of methanol was added. A solution of 96 g of 85% pota... The reactants are ClC1=C(C(N(C(N1C)=O)C)=O)C=O (6-Chloro-1,3-dimethyl-2,4-dioxo-1,2,3,4-tetrahydropyrimidine-5-carbaldehyde), C[S-].[Na+] (sodium thiomethoxide). Product: CN1C(N(C(C(=C1SC)C=O)=O)C)=O (1,3-Dimethyl-6-(methylthio)-2,4-dioxo-1,2,3,4-tetrahydropyrimidine-5-carbaldehyde). As a reaction SMILES: Cl[C:2]1[N:7]([CH3:8])[C:6](=[O:9])[N:5]([CH3:10])[C:4](=[O:11])[C:3]=1[CH:12]=[O:13].[CH3:14][S-:15].[Na+]>>[CH3:8][N:7]1[C:2]([S:15][CH3:14])=[C:3]([CH:12]=[O:13])[C:4](=[O:11])[N:5]([CH3:10])[C:6]1=[O:9] |f:1.2|. Procedure: The process described in Method D was followed. 6-Chloro-1,3-dimethyl-2,4-dioxo-1,2,3,4-tetrahydropyrimidine-5-carbaldehyde (0.404 g, 2.00 mmol) and sodium thiomethoxide (0.154 g, 2.20 mmol in 4 ml 1,4-dioxane) were used to obtain the title compound. The crude product was purified by washing with n-pentane.